describe an organic reaction: reactants, conditions, products, and yield From a dataset of the Open Reaction Database (ORD), a public repository of structured organic reaction records. The reactants are NC=1SC=C(N1)C1=CC=C(C=C1)NC(C)=O (N-[4-(2-amino-1,3-thiazol-4-yl)phenyl]acetamide), ClC1=C(C(=CC=C1)Cl)S(=O)(=O)Cl (2,6-dichlorobenzenesulfonyl chloride). The product is ClC1=C(C(=CC=C1)Cl)S(=O)(=O)NC=1SC=C(N1)C1=CC=C(C=C1)NC(C)=O (N-[4-(2-{[(2,6-Dichlorophenyl)sulfonyl]amino}-1,3-thiazol-4-yl)phenyl]acetamide), solid. Reported procedure: The title compound was prepared from N-[4-(2-amino-1,3-thiazol-4-yl)phenyl]acetamide (63 mg) and 2,6-dichlorobenzenesulfonyl chloride (66 mg) as described in the synthetic METHOD B to give a white solid (5.6 mg) with purity >80%: MS (pos) m/z 442.2, 444.4. RXN SMILES: [NH2:1][C:2]1[S:3][CH:4]=[C:5]([C:7]2[CH:12]=[CH:11][C:10]([NH:13][C:14](=[O:16])[CH3:15])=[CH:9][CH:8]=2)[N:6]=1.[Cl:17][C:18]1[CH:23]=[CH:22][CH:21]=[C:20]([Cl:24])[C:19]=1[S:25](Cl)(=[O:27])=[O:26]>>[Cl:17][C:18]1[CH:23]=[CH:22][CH:21]=[C:20]([Cl:24])[C:19]=1[S:25]([NH:1][C:2]1[S:3][CH:4]=[C:5]([C:7]2[CH:8]=[CH:9][C:10]([NH:13][C:14](=[O:16])[CH3:15])=[CH:11][CH:12]=2)[N:6]=1)(=[O:27])=[O:26]. Starting materials: CCOC(=O)c1nc(-c2ccc3ccccc3c2)[nH]c1CC1CCCCCC1, CCO, [Na+], [OH-], O. The product is O=C(O)c1nc(-c2ccc3ccccc3c2)[nH]c1CC1CCCCCC1. RXN SMILES: [CH2:1]([CH3:2])[O:3][C:4](=[O:5])[c:6]1[n:7][c:8](-[c:19]2[cH:20][c:21]3[cH:22][cH:23][cH:24][cH:25][c:26]3[cH:27][cH:28]2)[nH:9][c:10]1[CH2:11][CH:12]1[CH2:13][CH2:14][CH2:15][CH2:16][CH2:17][CH2:18]1.[CH3:31][CH2:32][OH:33].[Na+:30].[OH-:29].[OH2:34]>>[O:3]=[C:4]([OH:5])[c:6]1[n:7][c:8](-[c:19]2[cH:20][c:21]3[cH:22][cH:23][cH:24][cH:25][c:26]3[cH:27][cH:28]2)[nH:9][c:10]1[CH2:11][CH:12]1[CH2:13][CH2:14][CH2:15][CH2:16][CH2:17][CH2:18]1. Reaction SMILES: [Br-:1].[C:2]([CH3:3])(=[O:4])[c:5]1[n:6]([S:10](=[O:11])(=[O:12])[c:13]2[cH:14][cH:15][cH:16][cH:17][cH:18]2)[cH:7][cH:8][cH:9]1.[CH3:19][CH2:20][O:21][C:22](=[O:23])[CH3:24].[CH:25]([Cl:26])([Cl:27])[Cl:28]>>[Br:1][CH2:3][C:2](=[O:4])[c:5]1[n:6]([S:10](=[O:11])(=[O:12])[c:13]2[cH:14][cH:15][cH:16][cH:17][cH:18]2)[cH:7][cH:8][cH:9]1. Product: O=C(CBr)c1cccn1S(=O)(=O)c1ccccc1. Reactants: [Br-], CC(=O)c1cccn1S(=O)(=O)c1ccccc1, CCOC(C)=O, ClC(Cl)Cl. Reactants: BrC=1C=C2C=CC(=NC2=CC1)N[C@@H]1CCC2=CC=CC=C12 ((6-bromo-quinolin-2-yl)-(R)-indan-1-yl-amine), CN1CCNCC1 (1-methyl-piperazine). The product is [C@H]1(CCC2=CC=CC=C12)NC1=NC2=CC=C(C=C2C=C1)N1CCN(CC1)C ((R)-Indan-1-yl-[6-(4-methyl-piperazin-1-yl)-quinolin-2-yl]-amine). As a reaction SMILES: Br[C:2]1[CH:3]=[C:4]2[C:9](=[CH:10][CH:11]=1)[N:8]=[C:7]([NH:12][C@H:13]1[C:21]3[C:16](=[CH:17][CH:18]=[CH:19][CH:20]=3)[CH2:15][CH2:14]1)[CH:6]=[CH:5]2.[CH3:22][N:23]1[CH2:28][CH2:27][NH:26][CH2:25][CH2:24]1>>[C@H:13]1([NH:12][C:7]2[CH:6]=[CH:5][C:4]3[C:9](=[CH:10][CH:11]=[C:2]([N:26]4[CH2:27][CH2:28][N:23]([CH3:22])[CH2:24][CH2:25]4)[CH:3]=3)[N:8]=2)[C:21]2[C:16](=[CH:17][CH:18]=[CH:19][CH:20]=2)[CH2:15][CH2:14]1. Reported procedure: The title compound, brown oil, MS (ISP): m/e=359.3 (M+H+), was prepared in accordance with the general method of example 163, step B from (6-bromo-quinolin-2-yl)-(R)-indan-1-yl-amine (see example 163, step A) and commercially available 1-methyl-piperazine. Starting materials: [N+](=O)([O-])C(COCC=C)([N+](=O)[O-])[N+](=O)[O-] (allyl trinitroethyl ether), ClC=1C=C(C(=O)OO)C=CC1 (m-chloroperoxybenzoic acid). Solvent: C(Cl)(Cl)Cl (chloroform), C(Cl)(Cl)Cl (chloroform). Conditions: temperature 70 celsius. Product: [N+](=O)([O-])C(COCC1CO1)([N+](=O)[O-])[N+](=O)[O-] (glycidyl trinitroethyl ether). The yield is 60.5%. RXN SMILES: [N+:1]([C:4]([N+:13]([O-:15])=[O:14])([N+:10]([O-:12])=[O:11])[CH2:5][O:6][CH2:7][CH:8]=[CH2:9])([O-:3])=[O:2].ClC1C=C(C=CC=1)C(OO)=[O:21]>C(Cl)(Cl)Cl>[N+:1]([C:4]([N+:10]([O-:12])=[O:11])([N+:13]([O-:15])=[O:14])[CH2:5][O:6][CH2:7][CH:8]1[O:21][CH2:9]1)([O-:3])=[O:2]. Procedure: A solution of allyl trinitroethyl ether (111 g, 502 mmol) in chloroform (100 ml) was added to the mechanically stirred mixture of m-chloroperoxybenzoic acid (102 g, 590 mmol) and chloroform (450 ml). The mixture was refluxed at 70° C. for 6 h under nitrogen. The mixture was cooled with an ice bath for 30 min and filtered. The filtrate was concentrated and additional precipitate was filtered out. The filtrate was diluted with methylene chloride, washed with 10% sodium thiosulfate, saturated sodiu... Reactants: [BH4-], CCO, CSc1nccc(-c2c(-c3ccc(F)cc3)nc3cc(C4CN(C)CO4)ccn23)n1, [Na+]. Product: CSc1nccc(-c2c(-c3ccc(F)cc3)nc3cc(C(O)CN(C)C)ccn23)n1. RXN SMILES: [BH4-:31].[CH3:33][CH2:34][OH:35].[F:1][c:2]1[cH:3][cH:4][c:5](-[c:8]2[n:9][c:10]3[n:11]([cH:12][cH:13][c:14]([CH:16]4[CH2:17][N:18]([CH3:21])[CH2:19][O:20]4)[cH:15]3)[c:22]2-[c:23]2[n:24][c:25]([S:29][CH3:30])[n:26][cH:27][cH:28]2)[cH:6][cH:7]1.[Na+:32]>>[F:1][c:2]1[cH:3][cH:4][c:5](-[c:8]2[n:9][c:10]3[n:11]([cH:12][cH:13][c:14]([CH:16]([CH2:17][N:18]([CH3:19])[CH3:21])[OH:20])[cH:15]3)[c:22]2-[c:23]2[n:24][c:25]([S:29][CH3:30])[n:26][cH:27][cH:28]2)[cH:6][cH:7]1. Reactants: Cl, CCCCCC(C)(O)C=CC1C(C[N+](=O)[O-])CC2(OCCO2)C1CC=CCCCC(=O)O, C1CCOC1, O. Product: CCCCCC(C)(O)C=CC1C(C[N+](=O)[O-])CC(=O)C1CC=CCCCC(=O)O. RXN SMILES: [ClH:38].[N+:1](=[O:2])([O-:3])[CH2:4][CH:5]1[CH:6]([CH:23]=[CH:24][C:25]([CH2:26][CH2:27][CH2:28][CH2:29][CH3:30])([OH:31])[CH3:32])[CH:7]([CH2:14][CH:15]=[CH:16][CH2:17][CH2:18][CH2:19][C:20](=[O:21])[OH:22])[C:8]2([O:9][CH2:12][CH2:11][O:10]2)[CH2:13]1.[O:33]1[CH2:34][CH2:35][CH2:36][CH2:37]1.[OH2:39]>>[N+:1](=[O:2])([O-:3])[CH2:4][CH:5]1[CH:6]([CH:23]=[CH:24][C:25]([CH2:26][CH2:27][CH2:28][CH2:29][CH3:30])([OH:31])[CH3:32])[CH:7]([CH2:14][CH:15]=[CH:16][CH2:17][CH2:18][CH2:19][C:20](=[O:21])[OH:22])[C:8](=[O:9])[CH2:13]1.